From a dataset of the Open Reaction Database (ORD), a public repository of structured organic reaction records. describe an organic reaction: reactants, conditions, products, and yield Starting materials: C(C)(C)(C)NC1C=CC(C1)(C1=CC=CC=C1)C1=CC=CC=C1 ((-)-N-t-butyl-4,4-diphenyl-2-cyclopentenylamine), Cl (hydrochloric acid). Solvent: C(C)(C)O (isopropyl alcohol), O (water). Run at time 5 hour. The product is Cl.C(C)(C)(C)NC1C=CC(C1)(C1=CC=CC=C1)C1=CC=CC=C1 ((-)-N-t-butyl-4,4-diphenyl-2-cyclopentenylamine hydrochloride). Reaction SMILES: [C:1]([NH:5][CH:6]1[CH2:10][C:9]([C:17]2[CH:22]=[CH:21][CH:20]=[CH:19][CH:18]=2)([C:11]2[CH:16]=[CH:15][CH:14]=[CH:13][CH:12]=2)[CH:8]=[CH:7]1)([CH3:4])([CH3:3])[CH3:2].[ClH:23]>C(O)(C)C.O>[ClH:23].[C:1]([NH:5][CH:6]1[CH2:10][C:9]([C:17]2[CH:22]=[CH:21][CH:20]=[CH:19][CH:18]=2)([C:11]2[CH:12]=[CH:13][CH:14]=[CH:15][CH:16]=2)[CH:8]=[CH:7]1)([CH3:4])([CH3:2])[CH3:3] |f:4.5|. Procedure details: This amine was suspended in a mixture of isopropyl alcohol (0.4 ml) and water (0.2 ml). To the suspension was added conc. hydrochloric acid (0.065 ml) in an ice bath, and the mixture was stirred for 5 hours. The resulting precipitates were collected by filtration, washed with 30% aqueous isopropyl alcohol (0.4 ml), and dried to give (-)-N-t-butyl-4,4-diphenyl-2-cyclopentenylamine hydrochloride (89 mg). Reactants: C(C(=O)Cl)(=O)Cl (oxalyl chloride), FC1=C(C(=C(C(=S)O)C=C1)C)OC (4-fluoro-3-methoxy-2-methylthiobenzoic acid). Solvent: ClCCl (dichloromethane). Product: FC1=C(C(=C(C(=S)Cl)C=C1)C)OC (4-Fluoro-3-methoxy-2-methylthiobenzoyl Chloride). Yield: 103.5%. RXN SMILES: C(Cl)(=O)C([Cl:4])=O.[F:7][C:8]1[CH:16]=[CH:15][C:11]([C:12](O)=[S:13])=[C:10]([CH3:17])[C:9]=1[O:18][CH3:19]>ClCCl>[F:7][C:8]1[CH:16]=[CH:15][C:11]([C:12]([Cl:4])=[S:13])=[C:10]([CH3:17])[C:9]=1[O:18][CH3:19]. Reported procedure: 2,4-Difluoro-3-methoxybenzoic acid (38.2 g) was added to a stirred solution of methyl mercaptan (9.7 g) in dry tetrahydroftran under an inert atmosphere. A solution of n-butyl lithium (162 ml of a 2.5M solution in hexane) was added dropwise at −78° C. After 1 hour the mixture was allowed to warm to 20° C. overnight and evaporated. Hydrochloric acid (2M) and ether were added and the organic phase washed (water), dried mil (magnesium sulphate) and evaporated. The residue was triturated with hexane... Reactants: C1(CCCCC1)=O (cyclohexanone), BrCCCCCBr (1,5-dibromopentane), CC(C)([O-])C.[K+] (potassium tert-butoxide). The solvent is C1(=CC=CC=C1)C (toluene), C1(=CC=CC=C1)C (toluene). Yields the product C1(CCCCC12CCCCC2)=O (spiro[5.5]undecan-1-one). Isolated yield 65.6%. RXN SMILES: CC(C)([O-])C.[K+].[C:7]1(=[O:13])[CH2:12][CH2:11][CH2:10][CH2:9][CH2:8]1.Br[CH2:15][CH2:16][CH2:17][CH2:18][CH2:19]Br>C1(C)C=CC=CC=1>[C:7]1(=[O:13])[C:12]2([CH2:19][CH2:18][CH2:17][CH2:16][CH2:15]2)[CH2:11][CH2:10][CH2:9][CH2:8]1 |f:0.1|. Procedure: To a suspension of potassium tert-butoxide (24.4 g) in toluene (100 mL) was added a solution of cyclohexanone (10.67 g) and 1,5-dibromopentane (25 g) in toluene (50 mL) while stirring. The mixture was stirred at 100° C. for 4 hours. After cooling down to room temperature, the resulting solid was filtered and washed with toluene. The filtrate was concentrated and the residue was purified by column chromatography on silica gel (ethyl acetate:hexane (volume ratio)=1:15) to give spiro[5.5]undecan-1-...